Dataset: the Open Reaction Database (ORD), a public repository of structured organic reaction records. Task: describe an organic reaction: reactants, conditions, products, and yield Starting materials: CCN(CC)C(=O)c1ccccc1, CI, [Li]C(C)CC, CC(C)[N-]C(C)C, FC(F)(F)CI, [Li+], [Li]. Product: CCN(CC)C(=O)c1ccccc1C(C)C(F)(F)F. Reaction SMILES: [CH2:1]([CH3:2])[N:3]([C:4]([c:5]1[cH:6][cH:7][cH:8][cH:9][cH:10]1)=[O:11])[CH2:12][CH3:13].[CH3:34][I:35].[CH:14]([Li:15])([CH2:16][CH3:17])[CH3:18].[CH:26]([N-:27][CH:28]([CH3:29])[CH3:30])([CH3:31])[CH3:32].[I:20][CH2:21][C:22]([F:23])([F:24])[F:25].[Li+:33].[Li:19]>>[CH2:1]([CH3:2])[N:3]([C:4]([c:5]1[c:6]([CH:21]([CH3:14])[C:22]([F:23])([F:24])[F:25])[cH:7][cH:8][cH:9][cH:10]1)=[O:11])[CH2:12][CH3:13]. Starting materials: O1[C@H]2[C@@H]1C[C@@H]1CC[C@H]3[C@@H]4C[C@@H]([C@@H]([C@@]4(C)CC[C@@H]3[C@]1(C2)C)O)N2CCC(CC2)O (2α,3α-Epoxy-16β-(4-hydroxy-1-piperidinyl)-5α-androstane-17β-ol), O1CCOC12CCNCC2 (1,4-dioxa-8-azaspiro[4.5]decane). Yields the product O1CCOC12CCN(CC2)[C@@H]2[C@H](C[C@@H]1CC[C@H]3[C@@H]4C[C@@H]([C@@H]([C@@]4(C)CC[C@@H]3[C@]1(C2)C)O)N2CCC(CC2)O)O (2β-(1,4-dioxa-8-azaspiro[4.5]dec-8-yl)-16β-(4-hydroxy-1-piperidinyl)-5α-androstane-3α,17β-diol). Isolated yield 85.9%. As a reaction SMILES: [O:1]1[C@H:3]2[CH2:4][C@H:5]3[C@:18]([CH3:20])([CH2:19][C@@H:2]12)[C@@H:17]1[C@H:8]([C@H:9]2[C@@:13]([CH2:15][CH2:16]1)([CH3:14])[C@@H:12]([OH:21])[C@@H:11]([N:22]1[CH2:27][CH2:26][CH:25]([OH:28])[CH2:24][CH2:23]1)[CH2:10]2)[CH2:7][CH2:6]3.[O:29]1[C:33]2([CH2:38][CH2:37][NH:36][CH2:35][CH2:34]2)[O:32][CH2:31][CH2:30]1>>[O:29]1[C:33]2([CH2:38][CH2:37][N:36]([C@H:2]3[CH2:19][C@@:18]4([CH3:20])[C@@H:5]([CH2:6][CH2:7][C@@H:8]5[C@@H:17]4[CH2:16][CH2:15][C@@:13]4([CH3:14])[C@H:9]5[CH2:10][C@H:11]([N:22]5[CH2:27][CH2:26][CH:25]([OH:28])[CH2:24][CH2:23]5)[C@@H:12]4[OH:21])[CH2:4][C@@H:3]3[OH:1])[CH2:35][CH2:34]2)[O:32][CH2:31][CH2:30]1. Procedure: 2α,3α-Epoxy-16β-(4-hydroxy-1-piperidinyl)-5α-androstane-17β-ol is reacted with 1,4-dioxa-8-azaspiro[4.5]decane as described in Example 3 to obtain the title compound in a yield of 85.90%, m.p.: 253°-255° C. Reactants: CCCCP(=CC#N)(CCCC)CCCC, CN(C)CCO, Cc1ccccc1, O=S(=O)(Cc1ccncc1)c1ccc(Cl)cc1. The product is CN(C)CCC(c1ccncc1)S(=O)(=O)c1ccc(Cl)cc1. Reaction SMILES: [C:18]([CH:19]=[P:20]([CH2:21][CH2:22][CH2:23][CH3:24])([CH2:25][CH2:26][CH2:27][CH3:28])[CH2:29][CH2:30][CH2:31][CH3:32])#[N:33].[CH3:34][N:35]([CH2:36][CH2:37][OH:38])[CH3:39].[CH3:40][c:41]1[cH:42][cH:43][cH:44][cH:45][cH:46]1.[Cl:1][c:2]1[cH:3][cH:4][c:5]([S:8](=[O:9])(=[O:10])[CH2:11][c:12]2[cH:13][cH:14][n:15][cH:16][cH:17]2)[cH:6][cH:7]1>>[Cl:1][c:2]1[cH:3][cH:4][c:5]([S:8](=[O:9])(=[O:10])[CH:11]([c:12]2[cH:13][cH:14][n:15][cH:16][cH:17]2)[CH2:37][CH2:36][N:35]([CH3:34])[CH3:39])[cH:6][cH:7]1. The reactants are [Si](C)(C)(C(C)(C)C)OCCC1=CC=C(C=C1)N1C(=NC(=C1)C1=CC=CC=C1)CC (1-[4-(2-{[tert-butyl(dimethyl)silyl]oxy}ethyl)phenyl]-2-ethyl-4-phenyl-1H-imidazole), [F-].C(CCC)[N+](CCCC)(CCCC)CCCC (tetrabutylammonium fluoride). Run in O1CCCC1 (tetrahydrofuran). Run at time 1 hour. Product: C(C)C=1N(C=C(N1)C1=CC=CC=C1)C1=CC=C(C=C1)CCO (2-[4-(2-ethyl-4-phenyl-1H-imidazol-1-yl)phenyl]ethanol). RXN SMILES: [Si]([O:8][CH2:9][CH2:10][C:11]1[CH:16]=[CH:15][C:14]([N:17]2[CH:21]=[C:20]([C:22]3[CH:27]=[CH:26][CH:25]=[CH:24][CH:23]=3)[N:19]=[C:18]2[CH2:28][CH3:29])=[CH:13][CH:12]=1)(C(C)(C)C)(C)C.[F-].C([N+](CCCC)(CCCC)CCCC)CCC>O1CCCC1>[CH2:28]([C:18]1[N:17]([C:14]2[CH:13]=[CH:12][C:11]([CH2:10][CH2:9][OH:8])=[CH:16][CH:15]=2)[CH:21]=[C:20]([C:22]2[CH:23]=[CH:24][CH:25]=[CH:26][CH:27]=2)[N:19]=1)[CH3:29] |f:1.2|. Procedure: To a stirred solution of 1-[4-(2-{[tert-butyl(dimethyl)silyl]oxy}ethyl)phenyl]-2-ethyl-4-phenyl-1H-imidazole (1.84 g, 4.6 mmol) in tetrahydrofuran (25 mL) was added tetrabutylammonium fluoride (1.84 g, 6.9 mmol) at 0° C. After 1 h, the reaction mixture was partitioned between ethyl acetate and water. The aqueous phase was extracted with ethyl acetate and the combined organic phase was dried (MgSO4) and concentrated under reduced pressure. Purification by flash column chromatography on silica gel... Reactants: C(C)(C)(C)OC(NC1(CCC1)C1=NC=CC=C1)=O ((1-pyridin-2-yl-cyclobutyl)-carbamic acid tert-butyl ester), C(=O)(C(F)(F)F)O (TFA). Solvent: C(Cl)Cl (DCM). Run at time 6 hour. Product: N1=C(C=CC=C1)C1(CCC1)N (1-pyridin-2-yl-cyclobutylamine). Yield: 38.5%. As a reaction SMILES: C(OC(=O)[NH:7][C:8]1([C:12]2[CH:17]=[CH:16][CH:15]=[CH:14][N:13]=2)[CH2:11][CH2:10][CH2:9]1)(C)(C)C.C(O)(C(F)(F)F)=O>C(Cl)Cl>[N:13]1[CH:14]=[CH:15][CH:16]=[CH:17][C:12]=1[C:8]1([NH2:7])[CH2:11][CH2:10][CH2:9]1. Reported procedure: Crude (1-pyridin-2-yl-cyclobutyl)-carbamic acid tert-butyl ester (7.0 g, 5.64 mmol) was dissolved in DCM (20 mL) and TFA (20 mL) was added dropwise. After 6 h, the reaction was concentrated in vacuo and partitioned between DCM (100 mL) and water (20 mL). The aqueous layer was extracted with DCM (2×50 mL). The aqueous layer was then concentrated in vacuo. The brown oil was dissolved in water (3 mL) and purified via Mass-directed reverse phase HPLC purification which yielded 322 mg of 1-pyridin-2-... The reactants are C(C)(C)(C)OC(=O)N1CC2=CC(=C(C=C2C1)Cl)C1CCOCC1 (5-chloro-6-(tetrahydro-pyran-4-yl)-1,3-dihydro-isoindole-2-carboxylic acid tert-butyl ester), FC(C(=O)O)(F)F (trifluoroacetic acid). The product is FC(C(=O)O)(F)F.ClC=1C=C2CNCC2=CC1C1CCOCC1 (5-Chloro-6-(tetrahydro-pyran-4-yl)-2,3-dihydro-1H-isoindole trifluoro-acetate). RXN SMILES: C(OC([N:8]1[CH2:16][C:15]2[C:10](=[CH:11][C:12]([CH:18]3[CH2:23][CH2:22][O:21][CH2:20][CH2:19]3)=[C:13]([Cl:17])[CH:14]=2)[CH2:9]1)=O)(C)(C)C.[F:24][C:25]([F:30])([F:29])[C:26]([OH:28])=[O:27]>>[F:24][C:25]([F:30])([F:29])[C:26]([OH:28])=[O:27].[Cl:17][C:13]1[CH:14]=[C:15]2[C:10](=[CH:11][C:12]=1[CH:18]1[CH2:19][CH2:20][O:21][CH2:22][CH2:23]1)[CH2:9][NH:8][CH2:16]2 |f:2.3|. Procedure: Prepared in analogy to Example A2(c) from 5-chloro-6-(tetrahydro-pyran-4-yl)-1,3-dihydro-isoindole-2-carboxylic acid tert-butyl ester and trifluoroacetic acid. Yellow oil. MS (m/e): 240.2 ({37Cl}[M+H]+, 39%), 238.1 ({35Cl}[M+H]+, 100%).